From a dataset of the Open Reaction Database (ORD), a public repository of structured organic reaction records. describe an organic reaction: reactants, conditions, products, and yield Reaction SMILES: [NH2:1][C:2]1[CH:7]=[CH:6][CH:5]=[CH:4][CH:3]=1.[F:8][C:9]1[CH:16]=[C:15]([F:17])[CH:14]=[C:13]([F:18])[C:10]=1[CH:11]=O.C(O)(=O)C.C(O[BH-](OC(=O)C)OC(=O)C)(=O)C.[Na+].[OH-].[Na+]>ClC(Cl)C.C(Cl)Cl.O>[F:8][C:9]1[CH:16]=[C:15]([F:17])[CH:14]=[C:13]([F:18])[C:10]=1[CH2:11][NH:1][C:2]1[CH:7]=[CH:6][CH:5]=[CH:4][CH:3]=1 |f:3.4,5.6|. Isolated yield 100.0%. Run at temperature 70 celsius. Procedure: A mixture of aniline (3.80 mL, 41.7 mmol), 2,4,6-trifluorobenzaldehyde (7.35 g, 45.9 mmol) and glacial acetic acid (6.0 mL, 104.4 mmol) in dichloroethane (100 mL) was heated at 70° C. for 2.5 h. After cooling to rt, sodium triacetoxyborohydride (17.7 g, 83.5 mmol) was added and the mixture stirred at rt for 1.5 h, before the cautious addition of H2O (100 mL), followed by 10M aqueous NaOH (30 mL) and DCM (50 mL). The phases were separated, and the aqueous phase was extracted with DCM (2×100 mL), ... Yields the product FC1=C(CNC2=CC=CC=C2)C(=CC(=C1)F)F (N-(2,4,6-trifluorobenzyl)aniline). Solvent: O (H2O), ClC(C)Cl (dichloroethane), C(Cl)Cl (DCM). The reactants are C(C)(=O)O[BH-](OC(C)=O)OC(C)=O.[Na+] (sodium triacetoxyborohydride), NC1=CC=CC=C1 (aniline), FC1=C(C=O)C(=CC(=C1)F)F (2,4,6-trifluorobenzaldehyde), C(C)(=O)O (acetic acid), [OH-].[Na+] (NaOH). The reactants are C(C)(C)(C)OC(=O)N[C@@H]1CC[C@H](CC1)OC1=C2C(=CN=CC2=CC=C1)C=C (trans-N-(tert-butoxycarbonyl)-4-[(4-vinyl-5-isoquinolyl)oxy]cyclohexylamine). Reagents/catalysts: [Pt]=O (platinum oxide). Run in CO (methanol). Reaction conditions: time 15 hour. Product: C(C)(C)(C)OC(=O)N[C@@H]1CC[C@H](CC1)OC1=C2C(=CN=CC2=CC=C1)CC (trans-N-(tert-butoxycarbonyl)-4-[(4-ethyl-5-isoquinolyl)oxy]cyclohexylamine). The yield is 45.2%. RXN SMILES: [C:1]([O:5][C:6]([NH:8][C@H:9]1[CH2:14][CH2:13][C@H:12]([O:15][C:16]2[CH:25]=[CH:24][CH:23]=[C:22]3[C:17]=2[C:18]([CH:26]=[CH2:27])=[CH:19][N:20]=[CH:21]3)[CH2:11][CH2:10]1)=[O:7])([CH3:4])([CH3:3])[CH3:2]>CO.[Pt]=O>[C:1]([O:5][C:6]([NH:8][C@H:9]1[CH2:14][CH2:13][C@H:12]([O:15][C:16]2[CH:25]=[CH:24][CH:23]=[C:22]3[C:17]=2[C:18]([CH2:26][CH3:27])=[CH:19][N:20]=[CH:21]3)[CH2:11][CH2:10]1)=[O:7])([CH3:4])([CH3:3])[CH3:2]. Procedure: A solution of Intermediate 124 (90.5 mg) in methanol (5 ml) was added with platinum oxide (13 mg, Wako Pure Chemical Industries) and stirred for 15 hours under hydrogen atmosphere. The reaction mixture was filtered through a Celite layer, and the solvent was evaporated under reduced pressure. Then, the residue was purified by silica gel column chromatography (chloroform:methanol=20:1) to obtain the title compound (41.1 mg). Reactants: CCOC(=O)N1c2cc(CO)c(OC)cc2C(N(Cc2cc(C(F)(F)F)cc(C(F)(F)F)c2)C(=O)OC)CC1C, CN(C)C=O, [H-], CI, [Na+], O. Yields the product CCOC(=O)N1c2cc(COC)c(OC)cc2C(N(Cc2cc(C(F)(F)F)cc(C(F)(F)F)c2)C(=O)OC)CC1C. Reaction SMILES: [CH2:3]([CH3:4])[O:5][C:6](=[O:7])[N:8]1[CH:9]([CH3:42])[CH2:10][CH:11]([N:22]([C:23](=[O:24])[O:25][CH3:26])[CH2:27][c:28]2[cH:29][c:30]([C:38]([F:39])([F:40])[F:41])[cH:31][c:32]([C:34]([F:35])([F:36])[F:37])[cH:33]2)[c:12]2[cH:13][c:14]([O:20][CH3:21])[c:15]([CH2:18][OH:19])[cH:16][c:17]21.[CH3:46][N:47]([CH3:48])[CH:49]=[O:50].[H-:1].[I:43][CH3:44].[Na+:2].[OH2:45]>>[CH2:3]([CH3:4])[O:5][C:6](=[O:7])[N:8]1[CH:9]([CH3:42])[CH2:10][CH:11]([N:22]([C:23](=[O:24])[O:25][CH3:26])[CH2:27][c:28]2[cH:29][c:30]([C:38]([F:39])([F:40])[F:41])[cH:31][c:32]([C:34]([F:35])([F:36])[F:37])[cH:33]2)[c:12]2[cH:13][c:14]([O:20][CH3:21])[c:15]([CH2:18][O:19][CH3:44])[cH:16][c:17]21. Starting materials: FC(C=1C=C(C=C(C1)C(F)(F)F)O)(F)F (3,5-bis(trifluoromethyl)phenol), solution, [OH-].C(CCC)[N+](CCCC)(CCCC)CCCC (tetrabutylammonium hydroxide). Solvent: O (water), CC(C)O (2-propanol). Yields the product FC(C=1C=C([O-])C=C(C1)C(F)(F)F)(F)F.C(CCC)[N+](CCCC)(CCCC)CCCC (Tetrabutylammonium 3,5-Bis(trifluoromethyl)phenoxide). Reaction SMILES: [F:1][C:2]([F:15])([F:14])[C:3]1[CH:4]=[C:5]([OH:13])[CH:6]=[C:7]([C:9]([F:12])([F:11])[F:10])[CH:8]=1.[OH-].[CH2:17]([N+:21]([CH2:30][CH2:31][CH2:32][CH3:33])([CH2:26][CH2:27][CH2:28][CH3:29])[CH2:22][CH2:23][CH2:24][CH3:25])[CH2:18][CH2:19][CH3:20]>O.CC(O)C>[F:1][C:2]([F:14])([F:15])[C:3]1[CH:4]=[C:5]([CH:6]=[C:7]([C:9]([F:10])([F:11])[F:12])[CH:8]=1)[O-:13].[CH2:30]([N+:21]([CH2:17][CH2:18][CH2:19][CH3:20])([CH2:22][CH2:23][CH2:24][CH3:25])[CH2:26][CH2:27][CH2:28][CH3:29])[CH2:31][CH2:32][CH3:33] |f:1.2,5.6|. Reported procedure: To a flask were added 1.0 g 3,5-bis(trifluoromethyl)phenol, 1.8 g of a 55-60% solution of tetrabutylammonium hydroxide in water and 10 ml 2-propanol. After heating to 50 C under nitrogen for 1 hour, the solvent was removed and another 10 ml of 2-propanol were added and removed by distillation under reduced pressure. An oil was obtained which crystallized on standing. Starting materials: resultant solution, CN(CCN(C)C)C (tetramethylethylenediamine), C(CCC)[Li] (n-butyllithium), CN(CCN(C)C)C (TMEDA). Run in C1CCCCC1 (cyclohexane), CCCCCC (n-hexane), C1CCCCC1.CCCCCC (cyclohexane n-hexane), C1CCCCC1.CCCCCC (cyclohexane n-hexane), CCCCCC (n-hexane). Conditions: temperature -10 celsius. The product is CN(CCN(C)C)C.C(CCC)[Li] (TMEDA n-BuLi). Reaction SMILES: [CH2:1]([Li:5])[CH2:2][CH2:3][CH3:4].[CH3:6][N:7]([CH3:13])[CH2:8][CH2:9][N:10]([CH3:12])[CH3:11]>C1CCCCC1.CCCCCC.C1CCCCC1.CCCCCC>[CH3:6][N:7]([CH3:13])[CH2:8][CH2:9][N:10]([CH3:12])[CH3:11].[CH2:1]([Li:5])[CH2:2][CH2:3][CH3:4] |f:4.5,6.7|. Procedure: In an atmosphere of dried argon gas, a given amount of tetramethylethylenediamine (TMEDA) is dissolved in a mixed solvent of cyclohexane and n-hexane having a cyclohexane/n-hexane ratio of 9/1 (V/V). The resultant solution is cooled to and maintained at -10° C. Then, in the atmosphere of dried argon gas, an n-hexane solution of n-butyllithium (n-BuLi) is gradually added to the solution of TMEDA in cyclohexane/n-hexane in an amount such as would provide a TMEDA/n-BuLi molar ratio of 1/4. As a res... Starting materials: O (Water), S(=O)(=O)(O)O.NO (Hydroxylamine sulfate), C(C)(=O)[O-].[Na+] (sodium acetate), FC1=NC(=CC=C1C(C)=O)F (1-(2,6-difluoropyridin-3-yl)ethanone). Run in C(C)(=O)OCC (ethyl acetate), C1CCOC1 (THF). Reaction conditions: time 8 hour. Product: FC1=NC(=CC=C1C(C)=NO)F (1-(2,6-difluoropyridin-3-yl)ethanone oxime). Yield: 53.3%. As a reaction SMILES: S(O)(O)(=O)=O.[NH2:6][OH:7].C([O-])(=O)C.[Na+].[F:13][C:14]1[C:19]([C:20](=O)[CH3:21])=[CH:18][CH:17]=[C:16]([F:23])[N:15]=1.O>C1COCC1.C(OCC)(=O)C>[F:13][C:14]1[C:19]([C:20](=[N:6][OH:7])[CH3:21])=[CH:18][CH:17]=[C:16]([F:23])[N:15]=1 |f:0.1,2.3|. Procedure: Hydroxylamine sulfate (13.1 g) and sodium acetate (10.9 g) were added to a solution of 1-(2,6-difluoropyridin-3-yl)ethanone (4.18 g) in aqueous THF (50%, 200 mL), and the reaction solution was stirred at room temperature overnight. Water and ethyl acetate were added to the reaction solution, and the organic layer was separated. The organic layer was dried over anhydrous magnesium sulfate, and the solvent was evaporated under reduced pressure. The resulting residue was purified by silica gel colu... The reactants are C(C)(C)(C)OC(N[C@@H](CC1=CC(=C(C=C1)OCC1=CC=CC=C1)OC(NCC)=O)C(NC)=O)=O ([(S)-2-(4-Benzyloxy-3-ethylcarbamoyloxy-phenyl)-1-methylcarbamoyl-ethyl]-carbamic acid tert-butyl ester), CCOCC (ether), Cl.O1CCOCC1 (HCl dioxane). Reagents/catalysts: [Pd] (Pd—C). Run in CO (methanol). Run at time 1 hour. Product: [Cl-].C(C)NC(=O)OC=1C=C(C=CC1O)C[C@@H](C(NC)=O)[NH3+] ((S)-2-(3-ethylcarbamoyloxy-4-hydroxy-phenyl)-1-methylcarbamoyl-ethyl-ammonium chloride). As a reaction SMILES: C(OC(=O)[NH:7][C@H:8]([C:30](=[O:33])[NH:31][CH3:32])[CH2:9][C:10]1[CH:15]=[CH:14][C:13]([O:16]CC2C=CC=CC=2)=[C:12]([O:24][C:25](=[O:29])[NH:26][CH2:27][CH3:28])[CH:11]=1)(C)(C)C.CCOCC.[ClH:40].O1CCOCC1>CO.[Pd]>[Cl-:40].[CH2:27]([NH:26][C:25]([O:24][C:12]1[CH:11]=[C:10]([CH2:9][C@H:8]([NH3+:7])[C:30](=[O:33])[NH:31][CH3:32])[CH:15]=[CH:14][C:13]=1[OH:16])=[O:29])[CH3:28] |f:2.3,6.7|. Procedure: [(S)-2-(4-Benzyloxy-3-ethylcarbamoyloxy-phenyl)-1-methylcarbamoyl-ethyl]-carbamic acid tert-butyl ester (243 mg) was suspended in 4M HCl-dioxane (5 ml) and stirred at room temperature for 1 hour. The clear solution was evaporated to dryness giving an oil which was redissolved in methanol (5 ml). 5% Pd—C (50 mg) was added and the mixture stirred under an atmosphere of hydrogen gas at room temperature for 2 hours. The catalyst was removed by filtration and washed with methanol. Evaporation of the ...